The task is: describe an organic reaction: reactants, conditions, products, and yield. This data is from the Open Reaction Database (ORD), a public repository of structured organic reaction records. Reactants: C(#N)C1=CC(=C(C=C1)C(C(=O)OCC)=CN(C)C)OC (ethyl 2-(4-cyano-2-methoxyphenyl)-3-(dimethylamino)acrylate), C(C1=CC=CC=C1)NC(C1=CN=C(C=C1)NN)=O (N-benzyl-6-hydrazinylnicotinamide). Yields the product C(C1=CC=CC=C1)NC(C1=CN=C(C=C1)N1N=CC(=C1O)C1=C(C=C(C=C1)C#N)OC)=O (N-benzyl-6-(4-(4-cyano-2-methoxyphenyl)-5-hydroxy-1H-pyrazol-1-yl)nicotinamide). Reaction SMILES: [C:1]([C:3]1[CH:8]=[CH:7][C:6]([C:9](=[CH:15][N:16](C)C)[C:10]([O:12]CC)=O)=[C:5]([O:19][CH3:20])[CH:4]=1)#[N:2].[CH2:21]([NH:28][C:29](=[O:38])[C:30]1[CH:35]=[CH:34][C:33]([NH:36]N)=[N:32][CH:31]=1)[C:22]1[CH:27]=[CH:26][CH:25]=[CH:24][CH:23]=1>>[CH2:21]([NH:28][C:29](=[O:38])[C:30]1[CH:35]=[CH:34][C:33]([N:36]2[C:10]([OH:12])=[C:9]([C:6]3[CH:7]=[CH:8][C:3]([C:1]#[N:2])=[CH:4][C:5]=3[O:19][CH3:20])[CH:15]=[N:16]2)=[N:32][CH:31]=1)[C:22]1[CH:27]=[CH:26][CH:25]=[CH:24][CH:23]=1. Procedure: The title compound was prepared in a manner similar to Example 188 using ethyl 2-(4-cyano-2-methoxyphenyl)-3-(dimethylamino)acrylate and N-benzyl-6-hydrazinylnicotinamide. 1H NMR (400 MHz, DMSO-d6) δ ppm 3.97 (s, 3H) 4.53 (d, J=5.6 Hz, 2H) 7.27 (d, J=3.8 Hz, 1H) 7.36 (d, J=4.0 Hz, 5H) 7.42-7.59 (m, 2H) 8.47 (d, J=6.6 Hz, 1H) 8.98 (s, 1H) 9.28 (br. s., 1H). MS m/z [M+H]+ 426.4. Yields the product CCCc1c(Cc2ccc(-c3ccccc3C#N)cc2)c(=O)n(C2CCC(OCC(C)=O)CC2)c2ccnn12. Reaction SMILES: [Br-:43].[C:1](#[N:2])[c:3]1[c:4](-[c:9]2[cH:10][cH:11][c:12]([CH2:15][c:16]3[c:17](=[O:42])[n:18]([CH:28]4[CH2:29][CH2:30][CH:31]([O:34][CH2:35][C:36](=[O:37])[N:38]([O:39][CH3:40])[CH3:41])[CH2:32][CH2:33]4)[c:19]4[n:20]([c:21]3[CH2:22][CH2:23][CH3:24])[n:25][cH:26][cH:27]4)[cH:13][cH:14]2)[cH:5][cH:6][cH:7][cH:8]1.[CH3:44][Mg+:45].[CH3:46][CH2:47][O:48][C:49](=[O:50])[CH3:51].[O:52]1[CH2:53][CH2:54][CH2:55][CH2:56]1>>[C:1](#[N:2])[c:3]1[c:4](-[c:9]2[cH:10][cH:11][c:12]([CH2:15][c:16]3[c:17](=[O:42])[n:18]([CH:28]4[CH2:29][CH2:30][CH:31]([O:34][CH2:35][C:36](=[O:37])[CH3:46])[CH2:32][CH2:33]4)[c:19]4[n:20]([c:21]3[CH2:22][CH2:23][CH3:24])[n:25][cH:26][cH:27]4)[cH:13][cH:14]2)[cH:5][cH:6][cH:7][cH:8]1. Reactants: [Br-], CCCc1c(Cc2ccc(-c3ccccc3C#N)cc2)c(=O)n(C2CCC(OCC(=O)N(C)OC)CC2)c2ccnn12, C[Mg+], CCOC(C)=O, C1CCOC1. The reactants are C(C)(=O)OC (methyl acetate), [Li+].CC(C)[N-]C(C)C (LDA), C(CCC)[Li] (n-butyllithium), BrC=1C=CC(=C(C1)C(CF)=N[S@](=O)C(C)(C)C)F ((R)—N-(1-(5-bromo-2-fluorophenyl)-2-fluoroethylidene)-2-methylpropane-2-sulfinamide). The reagents and catalysts are CC([O-])C.CC([O-])C.CC([O-])C.Cl[Ti+3] (chlorotitanium triisopropoxide). Run in C1CCOC1 (THF), C1CCOC1 (THF), C1CCOC1 (THF). Conditions: temperature 0 celsius, time 15 minute. Product: BrC=1C=CC(=C(C1)[C@@](CC(=O)OC)(CF)N[S@](=O)C(C)(C)C)F ((S)-methyl 3-(5-bromo-2-fluorophenyl)-3-((R)-1,1-dimethylethylsulfinamido)-4-fluorobutanoate). Yield: 107.4%. Reaction SMILES: C([Li])CCC.[C:6]([O:9][CH3:10])(=[O:8])[CH3:7].[Li+].CC([N-]C(C)C)C.[Br:19][C:20]1[CH:21]=[CH:22][C:23]([F:36])=[C:24]([C:26](=[N:29][S@@:30]([C:32]([CH3:35])([CH3:34])[CH3:33])=[O:31])[CH2:27][F:28])[CH:25]=1>C1COCC1.CC(C)[O-].CC(C)[O-].CC(C)[O-].Cl[Ti+3]>[Br:19][C:20]1[CH:21]=[CH:22][C:23]([F:36])=[C:24]([C@:26]([NH:29][S@@:30]([C:32]([CH3:34])([CH3:33])[CH3:35])=[O:31])([CH2:27][F:28])[CH2:7][C:6]([O:9][CH3:10])=[O:8])[CH:25]=1 |f:2.3,6.7.8.9|. Reported procedure: A flame dried RBF equipped with an addition funnel was charged with DIPA (9.32 ml, 66.5 mmol, Aldrich) and THF (70 ml). The solution was cooled to 0° C. before adding a solution of n-butyllithium (2.5M in hexanes; 26.8 ml, 67 mmol, Aldrich) drop wise. The reaction was stirred at 0° C. for 15 minutes then cooled to −78° C. A solution of methyl acetate (4.9 g, 66.5 mmol, Aldrich) in THF (25 ml) was added dropwise via cannula to the LDA solution at −78° C. After 30 minutes, a solution of chlorotita... Reactants: CC(C)(C)c1cccc(C(C)(C)C)c1O, [Cl-], Cc1cc(C)c(C(=O)Cl)c(Cl)n1, CC(Cl)Cl. Product: Cc1cc(C)c(C(=O)c2cc(C(C)(C)C)c(O)c(C(C)(C)C)c2)c(Cl)n1. RXN SMILES: [C:13]([CH3:14])([CH3:15])([CH3:16])[c:17]1[c:18]([OH:27])[c:19]([C:23]([CH3:24])([CH3:25])[CH3:26])[cH:20][cH:21][cH:22]1.[Cl-:28].[Cl:1][c:2]1[c:3]([C:4](=[O:5])[Cl:6])[c:7]([CH3:12])[cH:8][c:9]([CH3:11])[n:10]1.[Cl:29][CH:30]([Cl:31])[CH3:32]>>[Cl:1][c:2]1[c:3]([C:4](=[O:5])[c:21]2[cH:20][c:19]([C:23]([CH3:24])([CH3:25])[CH3:26])[c:18]([OH:27])[c:17]([C:13]([CH3:14])([CH3:15])[CH3:16])[cH:22]2)[c:7]([CH3:12])[cH:8][c:9]([CH3:11])[n:10]1. Reactants: COC1=CC=2C(C[C@H]3[C@@H]4CC[C@@H]([C@@]4(C)C[C@H]([C@@H]3C2C=C1)OC(C(C)(C)C)=O)OC(C(C)(C)C)=O)=O (3-Methoxy-11α,17β-di(trimethylacetoxy)-estra-1,3,5(10)-triene-6-one), solution, [OH-].[K+] (potassium hydroxide). The solvent is CO.O (methanol water). Run at time 3.5 hour. Product: COC1=CC=2C(C[C@H]3[C@@H]4CC[C@@H]([C@@]4(C)C[C@H]([C@@H]3C2C=C1)O)O)=O (3-Methoxy-11α,17β-dihydroxy-estra-1,3,5(10)-triene-6-one). Isolated yield 84.3%. Reaction SMILES: [CH3:1][O:2][C:3]1[CH:20]=[CH:19][C:18]2[C@@H:17]3[C@H:8]([C@H:9]4[C@@:13]([CH2:15][C@H:16]3[O:21]C(=O)C(C)(C)C)([CH3:14])[C@@H:12]([O:28]C(=O)C(C)(C)C)[CH2:11][CH2:10]4)[CH2:7][C:6](=[O:35])[C:5]=2[CH:4]=1.[OH-].[K+]>CO.O>[CH3:1][O:2][C:3]1[CH:20]=[CH:19][C:18]2[C@@H:17]3[C@H:8]([C@H:9]4[C@@:13]([CH2:15][C@H:16]3[OH:21])([CH3:14])[C@@H:12]([OH:28])[CH2:11][CH2:10]4)[CH2:7][C:6](=[O:35])[C:5]=2[CH:4]=1 |f:1.2,3.4|. Reported procedure: The keto-diester (16) (30 mg, 0.06 mmole) was added to a degassed 10% solution of potassium hydroxide in methanol-water (19:1) (4 ml), and the solution was boiled for 3.5 h under nitrogen. The solvent was removed by evaporation under reduced pressure, and the residue was dissolved in ether. The residue was washed in succession with dilute hydrochloric acid and water, dried, and evaporated to give a residue which was chromatographed on silica (1 g) eluted with ether to give the product (5) (16 mg... Reactants: C1(CC1)C=1C=C(C2=C(N1)N(N=C2C)C2CCOCC2)C(=O)OCC (ethyl 6-cyclopropyl-3-methyl-1-(tetrahydro-2H-pyran-4-yl)-1H-pyrazolo[3,4-b]pyridine-4-carboxylate), [OH-].[Na+] (sodium hydroxide). Solvent: CCO (EtOH). Conditions: time 16 hour. The product is C1(CC1)C=1C=C(C2=C(N1)N(N=C2C)C2CCOCC2)C(=O)O (6-Cyclopropyl-3-methyl-1-(tetrahydro-2H-pyran-4-yl)-1H-pyrazolo[3,4-b]pyridine-4-carboxylic acid). As a reaction SMILES: [CH:1]1([C:4]2[CH:5]=[C:6]([C:20]([O:22]CC)=[O:21])[C:7]3[C:12]([CH3:13])=[N:11][N:10]([CH:14]4[CH2:19][CH2:18][O:17][CH2:16][CH2:15]4)[C:8]=3[N:9]=2)[CH2:3][CH2:2]1.[OH-].[Na+]>CCO>[CH:1]1([C:4]2[CH:5]=[C:6]([C:20]([OH:22])=[O:21])[C:7]3[C:12]([CH3:13])=[N:11][N:10]([CH:14]4[CH2:19][CH2:18][O:17][CH2:16][CH2:15]4)[C:8]=3[N:9]=2)[CH2:2][CH2:3]1 |f:1.2|. Procedure: To an EtOH solution (30 mL) of ethyl 6-cyclopropyl-3-methyl-1-(tetrahydro-2H-pyran-4-yl)-1H-pyrazolo[3,4-b]pyridine-4-carboxylate (300 mg, 0.911 mmol) was added sodium hydroxide (1.82 mL, 1.82 mmol) and the mixture stirred at room temperature for 16 h. The solvent was removed in vacuo and the residue was dissolved in 20 mL of water. The contents were acidified with acetic acid, and extracted with EtOAc (4×30 mL). The combined organic extracts were washed with water, brine, dried over MgSO4, filt...